From a dataset of the Open Reaction Database (ORD), a public repository of structured organic reaction records. describe an organic reaction: reactants, conditions, products, and yield Procedure details: To a solution of α-bromo-4-fluoroacetophenone (30.0 g, 0.138 mol) in N,N-dimethylformamide (200 ml) was added sodium azide (8.99 g, 0.136 mol) under ice-cooling and the mixture was stirred under ice-cooling for 30 min. After diluting the reaction solution with water, the solution was extracted with ethyl acetate. The extract was washed successively with water and saturated brine, dried over magnesium sulfate and concentrated under reduced pressure. The residue was dissolved in methanol (300 ml).... The reagents and catalysts are [Pd] (Pd/C). Product: FC1=CC=C(C=C1)C(CNC=O)=O (N-[2-(4-fluorophenyl)-2-oxoethyl]formamide). Starting materials: Cl (hydrochloric acid), C1=CC(=CC=C1C(=O)CBr)F (α-bromo-4-fluoroacetophenone), [N-]=[N+]=[N-].[Na+] (sodium azide), C(=O)[O-].[Na+] (sodium formate), C(C)(=O)OC(C)=O (acetic anhydride). RXN SMILES: [CH:1]1[C:6]([C:7]([CH2:9]Br)=[O:8])=[CH:5][CH:4]=[C:3]([F:11])[CH:2]=1.[N-:12]=[N+]=[N-].[Na+].Cl.[CH:17]([O-:19])=O.[Na+].C(OC(=O)C)(=O)C>CN(C)C=O.O.[Pd].C(O)=O>[F:11][C:3]1[CH:4]=[CH:5][C:6]([C:7](=[O:8])[CH2:9][NH:12][CH:17]=[O:19])=[CH:1][CH:2]=1 |f:1.2,4.5|. The solvent is O (water), CN(C=O)C (N,N-dimethylformamide), C(=O)O (formic acid). Reactants: CN1C(C=2NC=3C=CC=CC3C2C1)=O (2-Methyl-1,4-dihydropyrrolo[3,4-b]indol-3(2H)-one), crude product, [H-].[H-].[H-].[H-].[Li+].[Al+3] (LiAlH4), O1CCOCC1 (dioxane). Solvent: O (water). Conditions: time 5 hour. Product: CN1CC=2NC=3C=CC=CC3C2C1 (2-methyl-1,2,3,4-tetrahydropyrrolo[3,4-b]indole). As a reaction SMILES: [CH3:1][N:2]1[CH2:13][C:12]2[C:11]3[CH:10]=[CH:9][CH:8]=[CH:7][C:6]=3[NH:5][C:4]=2[C:3]1=O.[H-].[H-].[H-].[H-].[Li+].[Al+3].O1CCOCC1>O>[CH3:1][N:2]1[CH2:13][C:12]2[C:11]3[CH:10]=[CH:9][CH:8]=[CH:7][C:6]=3[NH:5][C:4]=2[CH2:3]1 |f:1.2.3.4.5.6|. Procedure: 2-Methyl-1,4-dihydropyrrolo[3,4-b]indol-3(2H)-one, 1.7 g., and LiAlH4, 2.3 g., are heated in refluxing dioxane, 300 ml., for five hours. The mixture is cooled and carefully hydrolyzed with excess water. Solids are filtered away and washed with dioxane, after which the filtrate is concentrated to dryness giving 1.4 g. of a crude brown product, m.p. 110°-120° C. Since the crude product is sensitive to air oxidation (darkens rapidly on standing), it is not further purified before methiodide prepara... Starting materials: C(CCCC)N1C(=O)C(=O)C2=CC=C(C=C12)OC (1-pentyl-6-methoxy-isatin), C1(CCCCC1)C(=O)NN (cyclohexanecarbohydrazide). The product is COC1=CC=C2/C(/C(N(C2=C1)CCCCC)=O)=N/NC(=O)C1CCCCC1 (N′-[(3Z)-6-methoxy-1-pentyl-2-oxo-1,2-dihydro-3H-indol-3-ylidene]cyclohexanecarbohydrazide). Reaction SMILES: [CH2:1]([N:6]1[C:16]2[C:11](=[CH:12][CH:13]=[C:14]([O:17][CH3:18])[CH:15]=2)[C:9](=O)[C:7]1=[O:8])[CH2:2][CH2:3][CH2:4][CH3:5].[CH:19]1([C:25]([NH:27][NH2:28])=[O:26])[CH2:24][CH2:23][CH2:22][CH2:21][CH2:20]1>>[CH3:18][O:17][C:14]1[CH:15]=[C:16]2[C:11](/[C:9](=[N:28]/[NH:27][C:25]([CH:19]3[CH2:24][CH2:23][CH2:22][CH2:21][CH2:20]3)=[O:26])/[C:7](=[O:8])[N:6]2[CH2:1][CH2:2][CH2:3][CH2:4][CH3:5])=[CH:12][CH:13]=1. Reported procedure: The title compound was prepared as a yellow solid, using 1-pentyl-6-methoxy-isatin obtained in Example 39(A) and cyclohexanecarbohydrazide according to the synthetic method E. NMR (CDCl3): δ 0.91 (t, 3H), 1.25 to 2.36 (m, 17H), 3.70 (t, 2H), 3.87 (s, 3H), 6.43 (d, 1H), 6.61 (dd, 1H), 7.51 and 7.73 (d for isomers, 1H), 12.28 and 13.078 (br s for isomers, 1H). Reactants: CI (Methyl iodide), [H-].[Na+] (NaH), ice, IC1=C(C=CC(=C1)C1(CCCCC1)C1=CC=CC=C1)O (2-iodo-4-(1-phenyl-cyclohexyl)-phenol). The solvent is CN(C)C=O (DMF). Run at time 2 hour. Yields the product IC1=C(C=CC(=C1)C1(CCCCC1)C1=CC=CC=C1)OC (2-Iodo-1-methoxy-4-(1-phenyl-cyclohexyl)-benzene). RXN SMILES: [H-].[Na+].[I:3][C:4]1[CH:9]=[C:8]([C:10]2([C:16]3[CH:21]=[CH:20][CH:19]=[CH:18][CH:17]=3)[CH2:15][CH2:14][CH2:13][CH2:12][CH2:11]2)[CH:7]=[CH:6][C:5]=1[OH:22].[CH3:23]I>CN(C=O)C>[I:3][C:4]1[CH:9]=[C:8]([C:10]2([C:16]3[CH:17]=[CH:18][CH:19]=[CH:20][CH:21]=3)[CH2:11][CH2:12][CH2:13][CH2:14][CH2:15]2)[CH:7]=[CH:6][C:5]=1[O:22][CH3:23] |f:0.1|. Procedure: NaH (60% in mineral oil, 60 mg, 1.50 mmol) was added an ice-cooled solution of 2-iodo-4-(1-phenyl-cyclohexyl)-phenol (400 mg, 1.06 mmol) in DMF (10 mL). Methyl iodide (125 μL, 2.0 mmol) was added. The reaction temperature was allowed to reach room temperature. The mixture was stirred for 2 h, then quenched with water 10 mL and extracted with dichloromethane (2×20 mL). The combined organic phase was dried (Na2SO4) and concentrated in vacuo. The residue was taken up in water (20 mL) and extracted ...